From a dataset of the Open Reaction Database (ORD), a public repository of structured organic reaction records. describe an organic reaction: reactants, conditions, products, and yield The reactants are C(C(=O)Cl)(=O)Cl (Oxalyl chloride), CN(C=O)C (N,N-dimethylformamide), CC1=C(C=NN1C1=CC=C(C=C1)C(F)(F)F)C(=O)O (5-methyl-1-[4-(trifluoromethyl)phenyl]-1H-pyrazole-4-carboxylic acid). Run in ClCCl (dichloromethane), O (water). Reaction conditions: time 2 hour. The product is CC1=C(C=NN1C1=CC=C(C=C1)C(F)(F)F)C(=O)N (5-methyl-1-[4-(trifluoromethyl)phenyl]-1H-pyrazole-4-carboxamide). RXN SMILES: C(Cl)(=O)C(Cl)=O.C[N:8](C)[CH:9]=[O:10].[CH3:12][C:13]1[N:17]([C:18]2[CH:23]=[CH:22][C:21]([C:24]([F:27])([F:26])[F:25])=[CH:20][CH:19]=2)[N:16]=[CH:15][C:14]=1C(O)=O>ClCCl.O>[CH3:12][C:13]1[N:17]([C:18]2[CH:19]=[CH:20][C:21]([C:24]([F:27])([F:25])[F:26])=[CH:22][CH:23]=2)[N:16]=[CH:15][C:14]=1[C:9]([NH2:8])=[O:10]. Reported procedure: Oxalyl chloride (3.8 ml) and N,N-dimethylformamide (catalytic amounts) were added at room temperature to a solution of 5-methyl-1-[4-(trifluoromethyl)phenyl]-1H-pyrazole-4-carboxylic acid (3.0 g) described in Reference Example 23 in dichloromethane (50 ml) and stirred at room temperature for two hours. The solvent and an excess amount of oxalyl chloride were evaporated, tetrahydrofuran (50 ml) was added to the residue, 28% aqueous ammonia was added under ice-cooling, and stirred at room temperat... The reactants are C(=C)[Mg]Br (vinyl magnesium bromide), solution, C1(=CC=CC=C1)CCC=O (3-phenylpropionaldehyde). Solvent: O1CCCC1 (tetrahydrofuran). Reaction conditions: time 1 hour. Yields the product C1(=CC=CC=C1)CCC(C=C)O (5-Phenylpent-1-en-3-ol). RXN SMILES: [CH:1]([Mg]Br)=[CH2:2].[C:5]1([CH2:11][CH2:12][CH:13]=[O:14])[CH:10]=[CH:9][CH:8]=[CH:7][CH:6]=1>O1CCCC1>[C:5]1([CH2:11][CH2:12][CH:13]([OH:14])[CH:1]=[CH2:2])[CH:10]=[CH:9][CH:8]=[CH:7][CH:6]=1. Reported procedure: To vinyl magnesium bromide (550 ml of a 1.0M solution) was added 3-phenylpropionaldehyde (36.68 g, 0.273 mol) in tetrahydrofuran (300 ml) under argon at 0°. This mixture was stirred for one hour at room temperature, quenched with aqueous ammonium chloride and ice, and extracted into ethyl ether. The organic portion was washed with 5% sodium bicarbonate, water, saturated sodium chloride solution, dried over magnesium sulfate, filtered and concentrated to give the desired alcohol which was carried... Starting materials: [BH4-], CCOC(=O)N1CCN(C2=Cc3cc(C)ccc3Oc3ccc(C)cc32)CC1, CC(=O)O, [Na+]. Product: CCOC(=O)N1CCN(C2Cc3cc(C)ccc3Oc3ccc(C)cc32)CC1. As a reaction SMILES: [BH4-:29].[CH2:1]([CH3:2])[O:3][C:4](=[O:5])[N:6]1[CH2:7][CH2:8][N:9]([C:12]2=[CH:13][c:14]3[c:15]([cH:24][cH:25][c:26]([CH3:28])[cH:27]3)[O:16][c:17]3[c:18]2[cH:19][c:20]([CH3:23])[cH:21][cH:22]3)[CH2:10][CH2:11]1.[CH3:31][C:32](=[O:33])[OH:34].[Na+:30]>>[CH2:1]([CH3:2])[O:3][C:4](=[O:5])[N:6]1[CH2:7][CH2:8][N:9]([CH:12]2[CH2:13][c:14]3[c:15]([cH:24][cH:25][c:26]([CH3:28])[cH:27]3)[O:16][c:17]3[c:18]2[cH:19][c:20]([CH3:23])[cH:21][cH:22]3)[CH2:10][CH2:11]1. The reactants are N(=[N+]=[N-])C1C(N(C2=C(CC1)C=CC=C2)CC(=O)OCC)=O (3-azido-1-ethoxycarbonylmethyl-2,3,4,5-tetrahydro-1H[1]-benzazepin-2-one), [H][H] (hydrogen). Reagents/catalysts: [Pd] (palladium on carbon). The solvent is C(C)O (ethanol). Product: NC1C(N(C2=C(CC1)C=CC=C2)CC(=O)OCC)=O (3-amino-1-ethoxycarbonylmethyl-2,3,4,5-tetrahydro-1H-[1]benzazepin-2-one). RXN SMILES: [N:1]([CH:4]1[CH2:10][CH2:9][C:8]2[CH:11]=[CH:12][CH:13]=[CH:14][C:7]=2[N:6]([CH2:15][C:16]([O:18][CH2:19][CH3:20])=[O:17])[C:5]1=[O:21])=[N+]=[N-].[H][H]>[Pd].C(O)C>[NH2:1][CH:4]1[CH2:10][CH2:9][C:8]2[CH:11]=[CH:12][CH:13]=[CH:14][C:7]=2[N:6]([CH2:15][C:16]([O:18][CH2:19][CH3:20])=[O:17])[C:5]1=[O:21]. Procedure: The reaction mixture of 3-azido-1-ethoxycarbonylmethyl-2,3,4,5-tetrahydro-1H[1]-benzazepin-2-one (13.98 kg) and 5% palladium on carbon (1.3 kg) in anhydrous ethanol (57 liters) was hydrogenated under 3 atmospheres pressure of hydrogen for 5 hours. The pressure reactor was vented at hourly intervals to remove the accumulated nitrogen. The catalyst was removed by filtration and washed with ethyl alcohol. The solution was evaporated to dryness to give 3-amino-1-ethoxycarbonylmethyl-2,3,4,5-tetrahyd... The reactants are solid, Cl.Cl.Cl.O1CCC=2C1=C(N=CC2)N2CCN(CC2)CC[C@@H]2CC[C@H](CC2)N (trans-4-{2-[4-(2,3-dihydro-furo[2,3-c]pyridin-7-yl)-piperazin-1-yl]-ethyl}-cyclohexylamine trihydrochloride), Cl.Cl.Cl.O1CCC=2C1=C(N=CC2)N2CCN(CC2)CC[C@@H]2CC[C@H](CC2)N (trans-4-{2-[4-(2,3-dihydro-furo[2,3-c]pyridin-7-yl)-piperazin-1-yl]-ethyl}-cyclohexylamine trihydrochloride), OC1(CCC1)C(=O)O (1-hydroxy-cyclobutane-carboxylic acid). Product: O1CCC=2C1=C(N=CC2)N2CCN(CC2)CC[C@@H]2CC[C@H](CC2)NC(=O)C2(CCC2)O (1-Hydroxy-cyclobutanecarboxylic acid trans-(4-{2-[4-(2,3-dihydro-furo[2,3-c]pyridin-7-yl)-piperazin-1-yl]-ethyl}-cyclohexyl)-amide). As a reaction SMILES: Cl.Cl.Cl.[O:4]1[C:8]2=[C:9]([N:13]3[CH2:18][CH2:17][N:16]([CH2:19][CH2:20][C@H:21]4[CH2:26][CH2:25][C@H:24]([NH2:27])[CH2:23][CH2:22]4)[CH2:15][CH2:14]3)[N:10]=[CH:11][CH:12]=[C:7]2[CH2:6][CH2:5]1.[OH:28][C:29]1([C:33](O)=[O:34])[CH2:32][CH2:31][CH2:30]1>>[O:4]1[C:8]2=[C:9]([N:13]3[CH2:18][CH2:17][N:16]([CH2:19][CH2:20][C@H:21]4[CH2:26][CH2:25][C@H:24]([NH:27][C:33]([C:29]5([OH:28])[CH2:32][CH2:31][CH2:30]5)=[O:34])[CH2:23][CH2:22]4)[CH2:15][CH2:14]3)[N:10]=[CH:11][CH:12]=[C:7]2[CH2:6][CH2:5]1 |f:0.1.2.3|. Procedure: The title compound, off-white solid (68 mg, 64%), MS (ISP) m/z=429.4 [(M+H)+], mp 250° C., was prepared in accordance with the general method of example 6 from trans-4-{2-[4-(2,3-dihydro-furo[2,3-c]pyridin-7-yl)-piperazin-1-yl]-ethyl}-cyclohexylamine trihydrochloride (intermediate B) (110 mg, 0.25 mmol) and 1-hydroxy-cyclobutane-carboxylic acid. Starting materials: COC(=NNC(=O)OC)OC (methyl N′-dimethoxymethylenehydrazinecarboxylate), CN (methylamine). The solvent is CO (methanol), CO (methanol). Reaction conditions: temperature 70 celsius. The product is COC=1N(C(NN1)=O)C (5-methoxy-4-methyl-2,4-dihydro-1,2,4-triazol-3-one). Reaction SMILES: [CH3:1][O:2][C:3](OC)=[N:4][NH:5][C:6]([O:8]C)=O.[CH3:12][NH2:13]>CO>[CH3:1][O:2][C:3]1[N:13]([CH3:12])[C:6](=[O:8])[NH:5][N:4]=1. Procedure: 8.11 g (0.05 mol) of methyl N′-dimethoxymethylenehydrazinecarboxylate were dissolved in 25.4 g of methanol and admixed with 3.26 g (0.105 mol) of methylamine, dissolved in methanol, and the mixture was heated in an autoclave at 70° C. for 14 hours. The reaction mixture was concentrated under reduced pressure and taken up in water (10 ml). The mixture was acidified by addition of conc. HCl. The crystals which precipitated at 4° C. were filtered off and dried. This gave 1.89 g (29.3%) of 5-methoxy...